Dataset: the Open Reaction Database (ORD), a public repository of structured organic reaction records. Task: describe an organic reaction: reactants, conditions, products, and yield Reactants: C(C1=CC=CC=C1)OC(=O)C(CS(=O)(=O)C(C(=O)O)(C)C)CC1=CC=CC=C1 ((RS)-2-[[2-[(benzyloxy)carbonyl]-3-phenylpropyl]sulfonyl]-2-methylpropionic acid), C(C(=O)Cl)(=O)Cl (oxalyl chloride). Run in O1CCCC1 (tetrahydrofuran). The product is C(C1=CC=CC=C1)OC(=O)C(CS(=O)(=O)C(C(=O)Cl)(C)C)CC1=CC=CC=C1 ((RS)-2-[[2-[(Benzyloxy)carbonyl]-3-phenylpropyl]sulfonyl]-2-methylpropionyl chloride). RXN SMILES: [CH2:1]([O:8][C:9]([CH:11]([CH2:22][C:23]1[CH:28]=[CH:27][CH:26]=[CH:25][CH:24]=1)[CH2:12][S:13]([C:16]([CH3:21])([CH3:20])[C:17](O)=[O:18])(=[O:15])=[O:14])=[O:10])[C:2]1[CH:7]=[CH:6][CH:5]=[CH:4][CH:3]=1.C(Cl)(=O)C([Cl:32])=O>O1CCCC1>[CH2:1]([O:8][C:9]([CH:11]([CH2:22][C:23]1[CH:28]=[CH:27][CH:26]=[CH:25][CH:24]=1)[CH2:12][S:13]([C:16]([CH3:21])([CH3:20])[C:17]([Cl:32])=[O:18])(=[O:15])=[O:14])=[O:10])[C:2]1[CH:7]=[CH:6][CH:5]=[CH:4][CH:3]=1. Procedure: A solution of 1.0 g (2.5 mmol) of (RS)-2-[[2-[(benzyloxy)carbonyl]-3-phenylpropyl]sulfonyl]-2-methylpropionic acid and 1.07 ml (12.5 mmol) of oxalyl chloride in 2 ml of tetrahydrofuran was heated at 500 for 18 hours. Thereafter, the reaction solution was evaporated under reduced pressure. The residue was taken up twice in 30 ml of toluene each time and again evaporated under reduced pressure each time. (RS)-2-[[2-[(Benzyloxy)carbonyl]-3-phenylpropyl]sulfonyl]-2-methylpropionyl chloride was obtai...